Dataset: the Open Reaction Database (ORD), a public repository of structured organic reaction records. Task: describe an organic reaction: reactants, conditions, products, and yield Starting materials: FC(C(O)C1=CC(=C(C=C1)F)Br)(F)F (2,2,2-trifluoro-1-(3-bromo-4-fluorophenyl)ethanol), O (water), Cl[O-].[Na+] (sodium hypochlorite). Reagents/catalysts: S(=O)(=O)(O)[O-].C(CCC)[N+](CCCC)(CCCC)CCCC (tetrabutylammonium hydrogen sulfate). Run in C(Cl)Cl (methylene chloride). The product is BrC1=C(C=CC(=C1)C(C(F)(F)F)=O)F (2-Bromo-4-trifluoroacetylfluorobenzene). RXN SMILES: [F:1][C:2]([F:14])([F:13])[CH:3]([C:5]1[CH:10]=[CH:9][C:8]([F:11])=[C:7]([Br:12])[CH:6]=1)[OH:4].Cl[O-].[Na+].O>S([O-])(O)(=O)=O.C([N+](CCCC)(CCCC)CCCC)CCC.C(Cl)Cl>[Br:12][C:7]1[CH:6]=[C:5]([C:3](=[O:4])[C:2]([F:13])([F:14])[F:1])[CH:10]=[CH:9][C:8]=1[F:11] |f:1.2,4.5|. Procedure: 6.4 g (0.023 mol) of 2,2,2-trifluoro-1-(3-bromo-4-fluorophenyl)ethanol and 0.4 g (0.0012 mol) of tetrabutylammonium hydrogen sulfate are dissolved in 100 ml of methylene chloride at room temperature. 14.4 ml (0.028 mol) of an approximately 12% strength sodium hypochlorite solution are metered in within 15 minutes with vigorous stirring and the mixture is stirred for a further 4 hours during which the reaction temperature rises to 27° C. The reaction mixture is added to 100 ml of water, the phase... The reactants are IC1=CC=C(N)C=C1 (4-iodoaniline), C(=O)([O-])[O-].[K+].[K+] (K2CO3), C1(CCC1)N1C=C(C2=CC=C(C=C12)N1CCOCC1)C#N (1-cyclobutyl-6-morpholin-4-yl-1H-indole-3-carbonitrile), C(C)(C)OB(OC(C)C)OC(C)C (triisopropylborate), [Li+].CC(C)[N-]C(C)C (LDA). Reagents/catalysts: Cl[Pd]Cl (PdCl2). Run in CN(C)C=O (DMF), C1CCOC1 (THF). Run at temperature -78 celsius. The product is NC1=CC=C(C=C1)C=1N(C2=CC(=CC=C2C1C#N)N1CCOCC1)C1CCC1 (2-(4-amino-phenyl)-1-cyclobutyl-6-morpholin-4-yl-1H-indole-3-carbonitrile). The yield is 93.7%. Reaction SMILES: [CH:1]1([N:5]2[C:13]3[C:8](=[CH:9][CH:10]=[C:11]([N:14]4[CH2:19][CH2:18][O:17][CH2:16][CH2:15]4)[CH:12]=3)[C:7]([C:20]#[N:21])=[CH:6]2)[CH2:4][CH2:3][CH2:2]1.C(OB(OC(C)C)OC(C)C)(C)C.[Li+].CC([N-]C(C)C)C.I[C:44]1[CH:50]=[CH:49][C:47]([NH2:48])=[CH:46][CH:45]=1.C([O-])([O-])=O.[K+].[K+]>C1COCC1.Cl[Pd]Cl.CN(C=O)C>[NH2:48][C:47]1[CH:49]=[CH:50][C:44]([C:6]2[N:5]([CH:1]3[CH2:2][CH2:3][CH2:4]3)[C:13]3[C:8]([C:7]=2[C:20]#[N:21])=[CH:9][CH:10]=[C:11]([N:14]2[CH2:15][CH2:16][O:17][CH2:18][CH2:19]2)[CH:12]=3)=[CH:45][CH:46]=1 |f:2.3,5.6.7|. Reported procedure: To a solution of 1-cyclobutyl-6-morpholin-4-yl-1H-indole-3-carbonitrile (1.20 g, 4.27 mmol), triisopropylborate (1.28 mL, 5.55 mmol) in THF (15 mL) at −78° C. was added LDA (1.5M mono THF in cyclohexane, 3.27 mL, 4.91 mmol) with stirring. The mixture was stirred at −78° C. for 10 minutes and at room temperature for 30 min followed by the addition of 4-iodoaniline (1.03 g, 4.70 mmol) and PdCl2 (dppf) (0.16 g, 0.2 mmol). The reaction system was cooled to −78° C., flushed with nitrogen followed by ... Starting materials: C(C)(C)(C)C1=C(C=CC(=C1)C(C)(C)C)O (2,4-di-tert-butylphenol), C(C)[Al](CC)CC (triethylaluminum), C(C)(C)(C)C1=C(C=CC(=C1)C(C)(C)C)O (2,4-DTBP), C=C(C)C (isobutene). Run in CCCCCC (hexane). Product: C(C)(C)(C)C1=C(C(=CC(=C1)C(C)(C)C)C(C)(C)C)O (2,4,6-tri-tert-butylphenol). As a reaction SMILES: [C:1]([C:5]1[CH:10]=[C:9]([C:11]([CH3:14])([CH3:13])[CH3:12])[CH:8]=[CH:7][C:6]=1[OH:15])([CH3:4])([CH3:3])[CH3:2].C([Al](CC)CC)C.[CH2:23]=[C:24]([CH3:26])[CH3:25]>CCCCCC>[C:1]([C:5]1[CH:10]=[C:9]([C:11]([CH3:14])([CH3:13])[CH3:12])[CH:8]=[C:7]([C:24]([CH3:26])([CH3:25])[CH3:23])[C:6]=1[OH:15])([CH3:4])([CH3:3])[CH3:2]. Procedure details: By the method used in Examples 1-33, 171 g (0.83 mol) 2,4-di-tert-butylphenol (2,4-DTBP) was dissolved in 350 ml hexane, and the amount (if any) of various polyhalophenols indicated in Table VI was added to the mixture, followed by addition of 5.8 mmol triethylaluminum to said mixture, at room temperature. The 2,4-DTBP was then reacted with 1.2-1.6 mol isobutene at 1.7 bar and 30° C., to form 2,4,6-tri-tert-butylphenol (2,4,6-TTBP). Reactants: [H-].[Na+] (sodium hydride), FC(C=1C=C(C=CC1)C1=CCNC=2N1N=CC2C(=O)N)(F)F (4,5-Dihydro-7-[3-(trifluoromethyl)phenyl]pyrazolo [1,5-a]pyrimidine-3-carboxamide), C(C)OC(=O)N=C=S (ethoxycarbonyl isothiocyanate). Solvent: O1CCCC1 (tetrahydrofuran). Conditions: temperature -78 celsius, time 1 hour. Product: NC(=O)C=1C=NN2C1N(CC=C2C2=CC(=CC=C2)C(F)(F)F)C(=S)NC(OCC)=O ([[3-(Aminocarbonyl)-7-[3-(trifluoromethyl)phenyl]pyrazolo[1,5-a]pyrimidin-4(5H)-yl]-thioxomethyl] carbamic acid, ethyl ester). Reaction SMILES: [F:1][C:2]([F:22])([F:21])[C:3]1[CH:4]=[C:5]([C:9]2[N:14]3[N:15]=[CH:16][C:17]([C:18]([NH2:20])=[O:19])=[C:13]3[NH:12][CH2:11][CH:10]=2)[CH:6]=[CH:7][CH:8]=1.[H-].[Na+].[CH2:25]([O:27][C:28]([N:30]=[C:31]=[S:32])=[O:29])[CH3:26]>O1CCCC1>[NH2:20][C:18]([C:17]1[CH:16]=[N:15][N:14]2[C:9]([C:5]3[CH:6]=[CH:7][CH:8]=[C:3]([C:2]([F:21])([F:1])[F:22])[CH:4]=3)=[CH:10][CH2:11][N:12]([C:31]([NH:30][C:28](=[O:29])[O:27][CH2:25][CH3:26])=[S:32])[C:13]=12)=[O:19] |f:1.2|. Procedure details: To a stirred solution of 3.0 g of 4,5-dihydro-7[3-(trifluoromethyl)phenyl]pyrazolo[1,5-a]pyrimidine-3-carboxamide (prepared as described in Example 4) in 90 ml of dry tetrahydrofuran, cooled to -78° C. was added 584 mg of sodium hydride (60% dispersion in mineral oil) in one portion. The reaction mixture was stirred at -78° C. for one hour followed by the addition of 2.55 g of ethoxycarbonyl isothiocyanate. The mixture was stirred at -78° C. for 2 hours then was allowed to warm slowly to room te... Reactants: C=CC1=CC=CC=C1 (styrene), C(Cl)(Cl)Cl (chloroform), ( I ). The product is C=CC1=CC=CC=C1 (styrene), ClC1(C(C1)C1=CC=CC=C1)Cl (2,2-dichloro-1-phenyl-cyclopropane). RXN SMILES: [CH2:1]=[CH:2][C:3]1[CH:8]=[CH:7][CH:6]=[CH:5][CH:4]=1.[CH:9]([Cl:12])(Cl)[Cl:10]>>[CH2:1]=[CH:2][C:3]1[CH:8]=[CH:7][CH:6]=[CH:5][CH:4]=1.[Cl:10][C:9]1([Cl:12])[CH2:1][CH:2]1[C:3]1[CH:8]=[CH:7][CH:6]=[CH:5][CH:4]=1. Procedure details: 312 g of styrene are reacted with chloroform as described in (I). Afer a post-reaction time of 5 hours, fractional distillation gives 45 g of styrene and 444 g of 2,2-dichloro-1-phenyl-cyclopropane of boiling point 103°-104° C./11 mm. This corresponds to 79.2% of theory or 93% based on styrene converted. The reactants are BrC=1C=C(C(N(C1)C)=O)NC1=NN(C(=C1)C)C (5-Bromo-3-(1,5-dimethyl-1H-pyrazol-3-ylamino)-1-methylpyridin-2(1H)-one), C(C)(=O)OCC1=C(C=CC=C1B1OC(C(O1)(C)C)(C)C)N1C(C=2N(C=3CCCCC3C2)CC1)=O (2-(2-(Acetoxymethyl)-3-(4,4,5,5-tetramethyl-1,3,2-dioxaborolan-2-yl)phenyl)-3,4,6,7,8,9-hexahydropyrazino[1,2-a]indol-1(2H)-one), CC(=O)O[Na] (CH3COONa), [O-]P(=O)([O-])[O-].[K+].[K+].[K+] (K3PO4). Reagents/catalysts: C1=CC=C(C=C1)P([C-]2C=CC=C2)C3=CC=CC=C3.C1=CC=C(C=C1)P([C-]2C=CC=C2)C3=CC=CC=C3.Cl[Pd]Cl.[Fe+2] (PdCl2(dppf)). The solvent is CC#N (CH3CN), O (H2O). Yields the product C(C)(=O)OCC1=C(C=CC=C1N1C(C=2N(C=3CCCCC3C2)CC1)=O)C1=CN(C(C(=C1)NC1=NN(C(=C1)C)C)=O)C (2-(5-(1,5-Dimethyl-1H-pyrazol-3-ylamino)-1-methyl-6-oxo-1,6-dihydropyridin-3-yl)-6-(1-oxo-3,4,6,7,8,9-hexahydropyrazino[1,2-a]indol-2(1H)-yl)benzyl Acetate). Isolated yield 21.2%. RXN SMILES: Br[C:2]1[CH:3]=[C:4]([NH:10][C:11]2[CH:15]=[C:14]([CH3:16])[N:13]([CH3:17])[N:12]=2)[C:5](=[O:9])[N:6]([CH3:8])[CH:7]=1.[C:18]([O:21][CH2:22][C:23]1[C:28](B2OC(C)(C)C(C)(C)O2)=[CH:27][CH:26]=[CH:25][C:24]=1[N:38]1[CH2:50][CH2:49][N:41]2[C:42]3[CH2:43][CH2:44][CH2:45][CH2:46][C:47]=3[CH:48]=[C:40]2[C:39]1=[O:51])(=[O:20])[CH3:19].CC(O[Na])=O.[O-]P([O-])([O-])=O.[K+].[K+].[K+]>CC#N.C1C=CC(P(C2C=CC=CC=2)[C-]2C=CC=C2)=CC=1.C1C=CC(P(C2C=CC=CC=2)[C-]2C=CC=C2)=CC=1.Cl[Pd]Cl.[Fe+2].O>[C:18]([O:21][CH2:22][C:23]1[C:24]([N:38]2[CH2:50][CH2:49][N:41]3[C:42]4[CH2:43][CH2:44][CH2:45][CH2:46][C:47]=4[CH:48]=[C:40]3[C:39]2=[O:51])=[CH:25][CH:26]=[CH:27][C:28]=1[C:2]1[CH:3]=[C:4]([NH:10][C:11]2[CH:15]=[C:14]([CH3:16])[N:13]([CH3:17])[N:12]=2)[C:5](=[O:9])[N:6]([CH3:8])[CH:7]=1)(=[O:20])[CH3:19] |f:3.4.5.6,8.9.10.11|. Procedure: A mixture of 142a (510 mg, 1.7 mmol), 2-(1-oxo-3,4,6,7,8,9-hexahydropyrazino[1,2-a]indol-2(1H)-yl)-6-(4,4,5,5-tetramethyl-1,3,2-dioxaborolan-2-yl)benzyl acetate 114a (882 mg, 1.9 mmol), CH3COONa (309 mg, 3.8 mmol), PdCl2(dppf) (153 mg, 0.19 mmol), and K3PO4 (1 g, 3.8 mmol) suspended in CH3CN (30 mL) and H2O (2 mL) was heated at 110° C. for 15 h under argon atmosphere. It was then evaporated and the residue was purified by reverse phase Combi-flash eluting with 0.3% NH4HCO3 1:4 water/CH3CN to giv... Starting materials: NCCNC(=S)NC1=C(C=C(C=C1Cl)[N+](=O)[O-])Cl (1-(2-aminoethyl)-3-(2,6-dichloro-4-nitrophenyl)-thiourea), N1C=NC=C1 (imidazole), Cl (HCl). The solvent is C1(=CC=CC=C1)C (toluene). The product is ClC1=C(C(=CC(=C1)[N+](=O)[O-])Cl)N=C1NCCN1 (2-[(2,6-dichloro-4-nitrophenyl)imino]imidazolidine). As a reaction SMILES: [NH2:1][CH2:2][CH2:3][NH:4][C:5]([NH:7][C:8]1[C:13]([Cl:14])=[CH:12][C:11]([N+:15]([O-:17])=[O:16])=[CH:10][C:9]=1[Cl:18])=S.N1C=CN=C1.Cl>C1(C)C=CC=CC=1>[Cl:18][C:9]1[CH:10]=[C:11]([N+:15]([O-:17])=[O:16])[CH:12]=[C:13]([Cl:14])[C:8]=1[N:7]=[C:5]1[NH:4][CH2:3][CH2:2][NH:1]1. Procedure: The thiourea (7) (0.50 g, 1.6 mmole) was suspended in 10 mL of toluene and imidazole (0.16 g, 1.6 mmole) was then added. The yellow mixture was heated at reflux for approximately 24 hours, then cooled to ambient temperature and treated with 1M HCl. The aqueous phase was separated, the toluene phase was extracted with 1M HCl, and the combined aqueous phases were brought to pH 8-9 with 1N NaOH. The resulting yellow solid was collected by filtration, washed successively with water and hexane, and t...